From a dataset of the Open Reaction Database (ORD), a public repository of structured organic reaction records. describe an organic reaction: reactants, conditions, products, and yield Starting materials: C1=CC=C(C=C1)C2=CC=CC=C2N=C=O (2-Biphenyl isocyanate), Cl.N12C[C@@H](C(CC1)CC2)O ((R)-(−)-3-quinuclidinol hydrochloride), C(C)(=O)OCC (ethyl acetate). The product is N12CC[C@H](C(CC1)C2)OC(NC2=C(C=CC=C2)C2=CC=CC=C2)=O (Biphenyl-2-ylcarbamic acid (R)-(1-azabicyclo[3.2.1]oct4-yl) Ester). Yield: 99.0%. RXN SMILES: [CH:1]1[CH:6]=[CH:5][C:4]([C:7]2[C:12]([N:13]=[C:14]=[O:15])=[CH:11][CH:10]=[CH:9][CH:8]=2)=[CH:3][CH:2]=1.Cl.[N:17]12[CH2:24][CH2:23][CH:20]([CH2:21][CH2:22]1)[C@@H:19](O)[CH2:18]2.C(OCC)(=[O:28])C>>[N:17]12[CH2:18][CH:19]([CH2:21][CH2:22]1)[C@H:20]([O:15][C:14](=[O:28])[NH:13][C:12]1[CH:11]=[CH:10][CH:9]=[CH:8][C:7]=1[C:4]1[CH:3]=[CH:2][CH:1]=[CH:6][CH:5]=1)[CH2:23][CH2:24]2 |f:1.2|. Reported procedure: 2-Biphenyl isocyanate (1.00 g, 5.12 mmol) and (R)-(−)-3-quinuclidinol hydrochloride (921 mg, 5.63 mmol) were heated together in N,N-dimethylformnamide (2.06 mL) at 110° C. for 12 h. The reaction mixture was cooled and diluted with ethyl acetate (15 mL) and then washed with saturated aqueous sodium bicarbonate (2×10 mL). The organic layer was extracted with 1 M hydrochloric acid (3×20 mL) and the combined aqueous extracts were made basic to pH 8-9 with potassium carbonate. The aqueous layer was t... Reactants: Cl (HCl), C(=O)C1=CC=C(OC2=CC=C(C=C2)C(C(=O)O)=CC2=CC=C(C=C2)C)C=C1 (2-[4-(4-Formylphenoxy)-phenyl]-3-p-tolylacrylic acid), S1C(NC(C1)=O)=O (thiazolidine-2,4-dione), C(C1=CC=CC=C1)(=O)O (benzoic acid), N1CCCCC1 (piperidine). Run in C1(=CC=CC=C1)C (toluene). The product is O=C1SC(C(N1)=O)=CC1=CC=C(OC2=CC=C(C=C2)C(C(=O)O)=CC2=CC=C(C=C2)C)C=C1 (2-{4-[4-(2,4-Dioxothiazolidin-5-ylidenemethyl)-phenoxy]-phenyl}-3-p-tolylacrylic acid). RXN SMILES: [CH:1]([C:3]1[CH:27]=[CH:26][C:6]([O:7][C:8]2[CH:13]=[CH:12][C:11]([C:14](=[CH:18][C:19]3[CH:24]=[CH:23][C:22]([CH3:25])=[CH:21][CH:20]=3)[C:15]([OH:17])=[O:16])=[CH:10][CH:9]=2)=[CH:5][CH:4]=1)=O.[S:28]1[CH2:32][C:31](=[O:33])[NH:30][C:29]1=[O:34].C(O)(=O)C1C=CC=CC=1.N1CCCCC1.Cl>C1(C)C=CC=CC=1>[O:34]=[C:29]1[NH:30][C:31](=[O:33])[C:32](=[CH:1][C:3]2[CH:4]=[CH:5][C:6]([O:7][C:8]3[CH:9]=[CH:10][C:11]([C:14](=[CH:18][C:19]4[CH:20]=[CH:21][C:22]([CH3:25])=[CH:23][CH:24]=4)[C:15]([OH:17])=[O:16])=[CH:12][CH:13]=3)=[CH:26][CH:27]=2)[S:28]1. Procedure: To a solution of 39 (4.0 g, 11.2 mmol), thiazolidine-2,4-dione (1.31 g, 11.2 mmol), and benzoic acid (1.64 g, 13.4 mmol) in 100 mL toluene was added piperidine (1.66 mL, 16.8 mmol). The mixture was vigorously refluxed with Dean Stark apparatus for 1.5 h under argon then cooled to room temperature. 5% HCl was added to pH 1. The solid was filtered, recrystallized out of toluene, filtered, and washed with hexane before drying under vacuum to a yellow solid (quantitative). 1H NMR (400 MHz, DMSO-d6) ... The reactants are [OH-].[Na+] (sodium hydroxide), ClC=1C=C(C=CC1OC(C)C)C1=NC(=NO1)C=1C=C2C=C(NC2=C(C1)F)CCC(=O)OCC (ethyl 3-[5-(5-{3-chloro-4-[(1-methylethyl)oxy]phenyl}-1,2,4-oxadiazol-3-yl)-7-fluoro-1H-indol-2-yl]propanoate), Cl (HCl). The solvent is C(C)(C)O (isopropanol). Conditions: time 8 hour. Yields the product ClC=1C=C(C=CC1OC(C)C)C1=NC(=NO1)C=1C=C2C=C(NC2=C(C1)F)CCC(=O)O (3-[5-(5-{3-chloro-4-[(1-methylethyl)oxy]phenyl}-1,2,4-oxadiazol-3-yl)-7-fluoro-1H-indol-2-yl]propanoic acid). Yield: 33.4%. RXN SMILES: [Cl:1][C:2]1[CH:3]=[C:4]([C:12]2[O:16][N:15]=[C:14]([C:17]3[CH:18]=[C:19]4[C:23](=[C:24]([F:26])[CH:25]=3)[NH:22][C:21]([CH2:27][CH2:28][C:29]([O:31]CC)=[O:30])=[CH:20]4)[N:13]=2)[CH:5]=[CH:6][C:7]=1[O:8][CH:9]([CH3:11])[CH3:10].[OH-].[Na+].Cl>C(O)(C)C>[Cl:1][C:2]1[CH:3]=[C:4]([C:12]2[O:16][N:15]=[C:14]([C:17]3[CH:18]=[C:19]4[C:23](=[C:24]([F:26])[CH:25]=3)[NH:22][C:21]([CH2:27][CH2:28][C:29]([OH:31])=[O:30])=[CH:20]4)[N:13]=2)[CH:5]=[CH:6][C:7]=1[O:8][CH:9]([CH3:11])[CH3:10] |f:1.2|. Procedure: To a suspension of ethyl 3-[5-(5-{3-chloro-4-[(1-methylethyl)oxy]phenyl}-1,2,4-oxadiazol-3-yl)-7-fluoro-1H-indol-2-yl]propanoate (D164) (240 mg) in isopropanol (15 mL) was added 20% sodium hydroxide (509 mg) solution, then the reaction mixture was stirred at room temperature overnight. The mixture was acidified with HCl (2 M) to pH 4. The solvent of the reaction was removed by evaporation. The residue was dissolved in DMF (5 mL), the precipitation was filtered then the filtrate was purified by M... Starting materials: IC1=CC=C(N)C=C1 (4-iodoaniline), ClC1=NC=NC2=CC(=C(C=C12)OC)OC (4-chloro-6,7-dimethoxyquinazoline). The solvent is C(C)(C)O (isopropanol). Yields the product IC1=CC=C(NC2=NC=NC3=CC(=C(C=C23)OC)OC)C=C1 (4-(4-iodoanilino)-6,7-dimethoxyquinazoline). Yield: 103.3%. Reaction SMILES: [I:1][C:2]1[CH:8]=[CH:7][C:5]([NH2:6])=[CH:4][CH:3]=1.Cl[C:10]1[C:19]2[C:14](=[CH:15][C:16]([O:22][CH3:23])=[C:17]([O:20][CH3:21])[CH:18]=2)[N:13]=[CH:12][N:11]=1>C(O)(C)C>[I:1][C:2]1[CH:8]=[CH:7][C:5]([NH:6][C:10]2[C:19]3[C:14](=[CH:15][C:16]([O:22][CH3:23])=[C:17]([O:20][CH3:21])[CH:18]=3)[N:13]=[CH:12][N:11]=2)=[CH:4][CH:3]=1. Procedure: 4-iodoaniline (4.89 g, 22.3 mmol) and 4-chloro-6,7-dimethoxyquinazoline (5.00 g, 22.3 mmol), in isopropanol (200 ml) was heated at reflux for 3 hours before the reaction was allowed to cool to ambient temperature. The solid which had precipitated was collected by suction filtration and washed with diethyl ether (2×50 ml). Drying of this material yielded 4-(4-iodoanilino)-6,7-dimethoxyquinazoline (9.38 g, 95% yield) as a white solid: The reactants are CCO, CCOCC, COC(=O)C(C)(C)c1cccc(Cl)c1Cl, [K+], [OH-], O. The product is CC(C)(C(=O)O)c1cccc(Cl)c1Cl. As a reaction SMILES: [CH3:18][CH2:19][OH:20].[CH3:22][CH2:23][O:24][CH2:25][CH3:26].[Cl:1][c:2]1[c:3]([C:9]([C:10](=[O:11])[O:12][CH3:13])([CH3:14])[CH3:15])[cH:4][cH:5][cH:6][c:7]1[Cl:8].[K+:17].[OH-:16].[OH2:21]>>[Cl:1][c:2]1[c:3]([C:9]([C:10](=[O:11])[OH:12])([CH3:14])[CH3:15])[cH:4][cH:5][cH:6][c:7]1[Cl:8]. Starting materials: COC(CCC=1C(N(CCCC1)CC1=CC=CC=C1)=O)=O (3-(1-Benzyl-2-oxo-2,5,6,7-tetrahydro-1H-azepin-3-yl)-propionic acid methyl ester), C(C)(=O)O (acetic acid), CO (methanol), methanolic suspension, NO[K] (NH2OK). The solvent is C(C)(=O)OCC (ethyl acetate). Reaction conditions: temperature 0 celsius, time 3 hour. The product is C(C1=CC=CC=C1)N1C(C(=CCCC1)CCC(=O)NO)=O (3-(1-Benzyl-2-oxo-2,5,6,7-tetrahydro-1H-azepin-3-yl)-N-hydroxy-propionamide). Yield: 42.4%. Reaction SMILES: C[O:2][C:3](=O)[CH2:4][CH2:5][C:6]1[C:7](=[O:20])[N:8]([CH2:13][C:14]2[CH:19]=[CH:18][CH:17]=[CH:16][CH:15]=2)[CH2:9][CH2:10][CH2:11][CH:12]=1.CO.[NH2:24][O:25][K].C(O)(=O)C>C(OCC)(=O)C>[CH2:13]([N:8]1[CH2:9][CH2:10][CH2:11][CH:12]=[C:6]([CH2:5][CH2:4][C:3]([NH:24][OH:25])=[O:2])[C:7]1=[O:20])[C:14]1[CH:19]=[CH:18][CH:17]=[CH:16][CH:15]=1. Procedure: 108 mg of compound (d) prepared by the above Step 3 was dissolved in methanol solution (0.376 mmol) and then 1.7 M methanolic suspension solution containing NH2OK (1.315 ml, 2.63 mmol) was added thereto at 0° C. and the resulting mixture was stirred for 3 hrs at room temperature. The resulting mixture was neutralized with 0.02 ml of acetic acid, diluted with 10 ml of ethyl acetate solution, filtered and concentrated in vacuo. The resulting compound was purified by column chromatography on Silica... The reactants are CC(=O)O[BH-](OC(C)=O)OC(C)=O, O=C([O-])O, C=O, CN(C)C=O, CC(=O)O, Nc1nccc2cc(OC3CCNCC3)ccc12, [Na+], [Na+]. Product: CN1CCC(Oc2ccc3c(N)nccc3c2)CC1. As a reaction SMILES: [C:21]([O:22][BH-:23]([O:24][C:25](=[O:26])[CH3:27])[O:28][C:29](=[O:30])[CH3:31])(=[O:32])[CH3:33].[C:35](=[O:36])([O-:37])[OH:38].[CH2:19]=[O:20].[CH3:40][N:41]([CH3:42])[CH:43]=[O:44].[CH3:45][C:46](=[O:47])[OH:48].[NH:1]1[CH2:2][CH2:3][CH:4]([O:7][c:8]2[cH:9][c:10]3[cH:11][cH:12][n:13][c:14]([NH2:18])[c:15]3[cH:16][cH:17]2)[CH2:5][CH2:6]1.[Na+:34].[Na+:39]>>[N:1]1([CH3:21])[CH2:2][CH2:3][CH:4]([O:7][c:8]2[cH:9][c:10]3[cH:11][cH:12][n:13][c:14]([NH2:18])[c:15]3[cH:16][cH:17]2)[CH2:5][CH2:6]1. The reactants are 21, C(CCCCCCCCCCCCCCCCC)=O (octadecanal), ClCCl (dichloromethane), O1CCOCC1 (1,4-dioxane), BrBr (bromine). The solvent is O (water). Reaction conditions: time 4 hour. Yields the product 28, BrC(C=O)CCCCCCCCCCCCCCCC (2-bromooctadecanal). Yield: 95.0%. As a reaction SMILES: [CH:1](=[O:19])[CH2:2][CH2:3][CH2:4][CH2:5][CH2:6][CH2:7][CH2:8][CH2:9][CH2:10][CH2:11][CH2:12][CH2:13][CH2:14][CH2:15][CH2:16][CH2:17][CH3:18].ClCCl.O1CCOCC1.[Br:29]Br>O>[Br:29][CH:2]([CH2:3][CH2:4][CH2:5][CH2:6][CH2:7][CH2:8][CH2:9][CH2:10][CH2:11][CH2:12][CH2:13][CH2:14][CH2:15][CH2:16][CH2:17][CH3:18])[CH:1]=[O:19]. Reported procedure: To a stirred solution of 21 parts of octadecanal in 65 parts of dichloromethane and 50 parts of 1,4-dioxane there were added dropwise 34.1 parts of bromine. After stirring for 4 hours at room temperature, the reaction mixture was poured into 250 parts of water. The product was extracted with dichloromethane and the extract was dried, filtered and evaporated, yielding 28 parts (95%) of 2-bromooctadecanal (interm. 1). The reactants are O=C(Cl)OCc1ccccc1, [H-], [Na+], [Na+], C1CCOC1, [OH-], [OH-], O=S(=O)([O-])c1ccc(O)cc1. Yields the product [Na+], O=C(OCc1ccccc1)Oc1ccc(S(=O)(=O)[O-])cc1. RXN SMILES: [Cl:17][C:18](=[O:19])[O:20][CH2:21][c:22]1[cH:23][cH:24][cH:25][cH:26][cH:27]1.[H-:1].[Na+:16].[Na+:2].[O:28]1[CH2:29][CH2:30][CH2:31][CH2:32]1.[OH-:3].[OH-:4].[OH:5][c:6]1[cH:7][cH:8][c:9]([S:12](=[O:13])(=[O:14])[O-:15])[cH:10][cH:11]1>>[Na+:2].[O:5]([c:6]1[cH:7][cH:8][c:9]([S:12](=[O:13])(=[O:14])[O-:15])[cH:10][cH:11]1)[C:18](=[O:19])[O:20][CH2:21][c:22]1[cH:23][cH:24][cH:25][cH:26][cH:27]1. Reactants: CC(=O)ON(Cc1cccc([N+](=O)[O-])c1)C(C)=O, CO, N. The product is CC(=O)N(O)Cc1cccc([N+](=O)[O-])c1. As a reaction SMILES: [C:2](=[O:3])([CH3:4])[O:5][N:6]([C:7]([CH3:8])=[O:9])[CH2:10][c:11]1[cH:12][c:13]([N+:17](=[O:18])[O-:19])[cH:14][cH:15][cH:16]1.[CH3:20][OH:21].[NH3:1]>>[OH:5][N:6]([C:7]([CH3:8])=[O:9])[CH2:10][c:11]1[cH:12][c:13]([N+:17](=[O:18])[O-:19])[cH:14][cH:15][cH:16]1.